The task is: describe an organic reaction: reactants, conditions, products, and yield. This data is from the Open Reaction Database (ORD), a public repository of structured organic reaction records. Reactants: CCOC(=O)c1cccc(NC(=O)NCC(=O)N2C(C(=O)NCC(C)C)CC(S(=O)(=O)c3ccc(C)cc3)C2c2ccccc2F)c1, CO, [K+], [OH-], O. Product: Cc1ccc(S(=O)(=O)C2CC(C(=O)NCC(C)C)N(C(=O)CNC(=O)Nc3cccc(C(=O)O)c3)C2c2ccccc2F)cc1. As a reaction SMILES: [CH2:1]([CH3:2])[O:3][C:4](=[O:5])[c:6]1[cH:7][c:8]([NH:12][C:13]([NH:14][CH2:15][C:16](=[O:17])[N:18]2[CH:19]([C:40]([NH:41][CH2:42][CH:43]([CH3:44])[CH3:45])=[O:46])[CH2:20][CH:21]([S:30](=[O:31])(=[O:32])[c:33]3[cH:34][cH:35][c:36]([CH3:39])[cH:37][cH:38]3)[CH:22]2[c:23]2[c:24]([F:29])[cH:25][cH:26][cH:27][cH:28]2)=[O:47])[cH:9][cH:10][cH:11]1.[CH3:50][OH:51].[K+:49].[OH-:48].[OH2:52]>>[O:3]=[C:4]([OH:5])[c:6]1[cH:7][c:8]([NH:12][C:13]([NH:14][CH2:15][C:16](=[O:17])[N:18]2[CH:19]([C:40]([NH:41][CH2:42][CH:43]([CH3:44])[CH3:45])=[O:46])[CH2:20][CH:21]([S:30](=[O:31])(=[O:32])[c:33]3[cH:34][cH:35][c:36]([CH3:39])[cH:37][cH:38]3)[CH:22]2[c:23]2[c:24]([F:29])[cH:25][cH:26][cH:27][cH:28]2)=[O:47])[cH:9][cH:10][cH:11]1. Reactants: 2-R-5-(thiazol-2-ylamino)phenol, BrC=1SC=CN1 (2-bromothiazole), NC=1C=CC(=C(C1)O)OC (5-amino-2-methoxyphenol), Cl (HCl). Solvent: CCO (EtOH). Product: COC1=C(C=C(C=C1)NC=1SC=CN1)O (2-Methoxy-5-(thiazol-2-ylamino)phenol). Yield: 62.0%. Reaction SMILES: Br[C:2]1[S:3][CH:4]=[CH:5][N:6]=1.[NH2:7][C:8]1[CH:9]=[CH:10][C:11]([O:15][CH3:16])=[C:12]([OH:14])[CH:13]=1.Cl>CCO>[CH3:16][O:15][C:11]1[CH:10]=[CH:9][C:8]([NH:7][C:2]2[S:3][CH:4]=[CH:5][N:6]=2)=[CH:13][C:12]=1[OH:14]. Procedure details: Following the general procedure for the synthesis of 2-R-5-(thiazol-2-ylamino)phenol; 2-bromothiazole (0.27 mL, 3.05 mmol), 5-amino-2-methoxyphenol (212 mg, 1.52 mmol) and 37% HCl solution (0.26 mL, 3.05 mmol) in 10% aqueous EtOH solution (5 mL) was stirred at 90° C. for 24 h. The title compound was obtained after purification by flash chromatography on silica gel (hexane:EtOAc 1/1) in 62% yield (210 mg). As a reaction SMILES: [CH3:1][C@@:2]([S:21]([CH3:24])(=[O:23])=[O:22])([CH2:13][CH2:14][N:15]1[CH:19]=[C:18]([CH3:20])[CH:17]=[N:16]1)[C:3]([NH:5][O:6]C1CCCCO1)=[O:4].Cl>ClCCl.CO.O1CCOCC1>[OH:6][NH:5][C:3](=[O:4])[C@:2]([CH3:1])([S:21]([CH3:24])(=[O:23])=[O:22])[CH2:13][CH2:14][N:15]1[CH:19]=[C:18]([CH3:20])[CH:17]=[N:16]1. Reactants: C[C@](C(=O)NOC1OCCCC1)(CCN1N=CC(=C1)C)S(=O)(=O)C ((2R)-2-methyl-4-(4-methyl-1H-pyrazol-1-yl)-2-(methylsulfonyl)-N-(tetrahydro-2H-pyran-2-yloxy)butanamide), solution, Cl (HCl). Reaction conditions: time 1 hour. Yield: 34.3%. Procedure: To a solution of (2R)-2-methyl-4-(4-methyl-1H-pyrazol-1-yl)-2-(methylsulfonyl)-N-(tetrahydro-2H-pyran-2-yloxy)butanamide (19 mg, 0.053 mmol, 0.5 eq) in dichloromethane (0.5 mL) and MeOH (0.1 mL) was added a 4.0 M solution of HCl in 1,4-dioxane (0.5 mL). The reaction was allowed to stir for 1 h. The solvent was removed under reduced pressure. The crude material was triturated in pentane/Et2O. The product was filtered, washed with heptane, and dried under reduced pressure to provide (2R)—N-hydroxy... The product is ONC([C@@](CCN1N=CC(=C1)C)(S(=O)(=O)C)C)=O ((2R)—N-hydroxy-2-methyl-4-(4-methyl-1H-pyrazol-1-yl)-2-(methylsulfonyl)butanamide). The solvent is ClCCl (dichloromethane), CO (MeOH), O1CCOCC1 (1,4-dioxane).